Task: describe an organic reaction: reactants, conditions, products, and yield. Dataset: the Open Reaction Database (ORD), a public repository of structured organic reaction records Reactants: CC1(C(NC(C1)=O)=O)C (3,3-dimethylpyrrolidine-2,5-dione), C(CC)C1=C(C=CC=2C(=NOC21)C(F)(F)F)OCCCBr (7-propyl-3-(trifluoromethyl)-6-(3-bromopropyloxy)-1,2-benzisoxazole). The product is CC1(C(N(C(C1)=O)CCCOC1=C(C2=C(C(=NO2)C(F)(F)F)C=C1)CCC)=O)C (3,3-dimethyl-1-(3-{[7-propyl-3-(trifluoromethyl)-1,2-benzisoxazol-6-yl]oxy}propyl)pyrrolidine-2,5-dione). Reaction SMILES: [CH3:1][C:2]1([CH3:9])[CH2:6][C:5](=[O:7])[NH:4][C:3]1=[O:8].[CH2:10]([C:13]1[C:21]2[O:20][N:19]=[C:18]([C:22]([F:25])([F:24])[F:23])[C:17]=2[CH:16]=[CH:15][C:14]=1[O:26][CH2:27][CH2:28][CH2:29]Br)[CH2:11][CH3:12]>>[CH3:1][C:2]1([CH3:9])[CH2:6][C:5](=[O:7])[N:4]([CH2:29][CH2:28][CH2:27][O:26][C:14]2[CH:15]=[CH:16][C:17]3[C:18]([C:22]([F:24])([F:25])[F:23])=[N:19][O:20][C:21]=3[C:13]=2[CH2:10][CH2:11][CH3:12])[C:3]1=[O:8]. Reported procedure: 3,3-Dimethyl-1-(3-{[7-propyl-3-(trifluoromethyl)-1,2-benzisoxazol-6-yl]oxy}propyl)pyrrolidine-2,5-dione was prepared as for Example 10 from 3,3-dimethylpyrrolidine-2,5-dione and the bromide from Example 7. After aqueous work-up and silica gel chromatography, the title compound was obtained. Reactants: C(C)(C)(C)OC(=O)NC1(CC1)C(=O)C=1OC2=C(C1)C=CC=C2 (1-(tert-butoxycarbonylamino)-1-(benzofurylcarbonyl)cyclopropane), [BH4-].[Na+] (sodium borohydride). The solvent is C(C)O (ethanol), CO (methanol). Yields the product C(C)(C)(C)OC(=O)NC1(CC1)C(O)C=1OC2=C(C1)C=CC=C2 (1-(tert-butoxycarbonylamino)-1-(benzofuryl(hydroxymethyl))cyclopropane). Reaction SMILES: [C:1]([O:5][C:6]([NH:8][C:9]1([C:12]([C:14]2[O:15][C:16]3[CH:22]=[CH:21][CH:20]=[CH:19][C:17]=3[CH:18]=2)=[O:13])[CH2:11][CH2:10]1)=[O:7])([CH3:4])([CH3:3])[CH3:2].[BH4-].[Na+]>CO.C(O)C>[C:1]([O:5][C:6]([NH:8][C:9]1([CH:12]([C:14]2[O:15][C:16]3[CH:22]=[CH:21][CH:20]=[CH:19][C:17]=3[CH:18]=2)[OH:13])[CH2:10][CH2:11]1)=[O:7])([CH3:4])([CH3:2])[CH3:3] |f:1.2|. Procedure details: Alternatively, the starting bromobenzofuran may be reacted with magnesium metal under standard conditions to prepare the corresponding Grignard reagent, benzofurylmagnesium bromide. This Grignard reagent is then reacted with the Weinreb amide, N-methyl N-methoxy 1-(tert-butoxycarbonylamino)cyclopropane-1-carboxamide, to provide 1-(tert-butoxycarbonylamino)-1-(benzofurylcarbonyl)cyclopropane. This ketone is then reduced under standard conditions, typically with sodium borohydride in methanol or e... The reactants are FC=1C=C(C=CC1F)[N+](=O)[O-] (3,4-Difluoronitrobenzene), ClC=1C=C(C=NC1)O (5-chloro-3-pyridinol). Product: FC=1C=C(C=CC1OC=1C=C(C=NC1)Cl)[N+](=O)[O-] (3-fluoro-4-(3-chloro-5-pyridyloxy)nitrobenzene). As a reaction SMILES: [F:1][C:2]1[CH:3]=[C:4]([N+:9]([O-:11])=[O:10])[CH:5]=[CH:6][C:7]=1F.[Cl:12][C:13]1[CH:14]=[C:15]([OH:19])[CH:16]=[N:17][CH:18]=1>>[F:1][C:2]1[CH:3]=[C:4]([N+:9]([O-:11])=[O:10])[CH:5]=[CH:6][C:7]=1[O:19][C:15]1[CH:14]=[C:13]([Cl:12])[CH:18]=[N:17][CH:16]=1. Reported procedure: 3,4-Difluoronitrobenzene (5.0 g, 32 mmol) and 5-chloro-3-pyridinol were combined using the procedure described in Example 1, to produce 8.2 g of the title compound. Starting materials: ClC1=CC2=C(OC3=C(CN2C(=O)Cl)C=CC=C3)C=C1 (8-chlorodibenz[b,f][1,4]-oxazepine-10(11H)-carbonyl chloride), N1=CC=C(C=C1)C(=O)N1CCNCC1 (1-(4-pyridinylcarbonyl)piperazine). The product is ClC1=CC2=C(OC3=C(CN2C(=O)N2CCN(CC2)C(=O)C2=CC=NC=C2)C=CC=C3)C=C1 (1-[(8-chlorodibenz[b,f][1,4]oxazepin-10(11H)-yl)carbonyl]-4-(4-pyridinylcarbonyl)piperazine). The yield is 21.0%. As a reaction SMILES: [Cl:1][C:2]1[CH:19]=[CH:18][C:5]2[O:6][C:7]3[CH:17]=[CH:16][CH:15]=[CH:14][C:8]=3[CH2:9][N:10]([C:11](Cl)=[O:12])[C:4]=2[CH:3]=1.[N:20]1[CH:25]=[CH:24][C:23]([C:26]([N:28]2[CH2:33][CH2:32][NH:31][CH2:30][CH2:29]2)=[O:27])=[CH:22][CH:21]=1>>[Cl:1][C:2]1[CH:19]=[CH:18][C:5]2[O:6][C:7]3[CH:17]=[CH:16][CH:15]=[CH:14][C:8]=3[CH2:9][N:10]([C:11]([N:31]3[CH2:32][CH2:33][N:28]([C:26]([C:23]4[CH:24]=[CH:25][N:20]=[CH:21][CH:22]=4)=[O:27])[CH2:29][CH2:30]3)=[O:12])[C:4]=2[CH:3]=1. Procedure: The title compound of Example 2 (0.51 g, 1.7 mmol) was reacted with the title product of Example 27 (0.33 g, 1.7 mmol) by the method of Example 4. Following chromatographic purification, 0.16 g of the title product was obtained. Starting materials: COc1ncc(Br)cc1[N+](=O)[O-], CCOC(C)=O, O, O, Cl[Sn]Cl. Product: COc1ncc(Br)cc1N. RXN SMILES: [Br:1][c:2]1[cH:3][c:4]([N+:10]([O-:11])=[O:12])[c:5]([O:8][CH3:9])[n:6][cH:7]1.[CH3:18][CH2:19][O:20][C:21](=[O:22])[CH3:23].[OH2:13].[OH2:14].[Sn:15]([Cl:16])[Cl:17]>>[Br:1][c:2]1[cH:3][c:4]([NH2:10])[c:5]([O:8][CH3:9])[n:6][cH:7]1. The reactants are C1(=CC=CC=C1)[O-].[Na+] (sodium phenolate), C1(=CC=CC=C1)O (phenol), C1(=CC=CC=C1)C(C)C1=C(C(=CC=C1)C)C (1-phenyl-1-(2,3-dimethylphenyl)-ethane), C(=O)=O (carbon dioxide), ( G ). The solvent is O (water). The product is C(C=1C(O)=CC=CC1)(=O)O (salicylic acid). RXN SMILES: [C:1]1([O-:7])[CH:6]=[CH:5][CH:4]=[CH:3][CH:2]=1.[Na+].C1(O)C=CC=CC=1.C1(C(C2C=CC=C(C)C=2C)C)C=CC=CC=1.[C:32](=[O:34])=[O:33]>O>[C:32]([OH:34])(=[O:33])[C:2]1[C:1](=[CH:6][CH:5]=[CH:4][CH:3]=1)[OH:7] |f:0.1|. Reported procedure: In a pressure reaction vessel were charged 100 g of sodium phenolate, 40 g of phenol and 400 g of 1-phenyl-1-(2,3-dimethylphenyl)-ethane, and a reaction was allowed to proceed at 170° C. and at a carbon dioxide pressure of 10 kg/cm2 (G) for 2 hours, with stirring. The reaction mixture was cooled and charged into 500 ml of water, followed by separation into the reaction medium layer and the water layer at 90° C. The water layer was extracted with 50 g of xylene, and the phenol was recovered with ... The reactants are C1CCOC1, CC(C)OC(=O)N=NC(=O)OC(C)C, N#CNC(=Nc1ccncc1)NCC(O)c1ccccc1, c1ccc(P(c2ccccc2)c2ccccc2)cc1. The product is N#CN=C1NCC(c2ccccc2)N1c1ccncc1. As a reaction SMILES: [CH2:55]1[O:56][CH2:57][CH2:58][CH2:59]1.[O:41]=[C:42]([O:43][CH:44]([CH3:45])[CH3:46])[N:47]=[N:48][C:49]([O:50][CH:51]([CH3:52])[CH3:53])=[O:54].[c:1]1([CH:7]([CH2:8][NH:9][C:10](=[N:11][c:12]2[cH:13][cH:14][n:15][cH:16][cH:17]2)[NH:18][C:19]#[N:20])[OH:21])[cH:2][cH:3][cH:4][cH:5][cH:6]1.[c:22]1([P:23]([c:24]2[cH:25][cH:26][cH:27][cH:28][cH:29]2)[c:30]2[cH:31][cH:32][cH:33][cH:34][cH:35]2)[cH:36][cH:37][cH:38][cH:39][cH:40]1>>[c:1]1([CH:7]2[CH2:8][NH:9][C:10](=[N:18][C:19]#[N:20])[N:11]2[c:12]2[cH:13][cH:14][n:15][cH:16][cH:17]2)[cH:2][cH:3][cH:4][cH:5][cH:6]1. Reactants: COC(=O)C1=C(C2=C(N=CN=C2NC2=C(C=C(C=C2)F)O[C@@H]2C[C@H](CC2)NC(=O)OC(C)(C)C)S1)C (4-[2-((1S,3S)-3-tert-butoxycarbonylamino-cyclopentyloxy)-4-fluoro-phenylamino]-5-methyl-thieno[2,3-d]pyrimidine-6-carboxylic acid methyl ester), [OH-].[Li+] (lithium hydroxide), Cl (HCl). Run in C1CCOC1.CO.O (THF MeOH H2O). Yields the product C(C)(C)(C)OC(=O)N[C@@H]1C[C@H](CC1)OC1=C(C=CC(=C1)F)NC=1C2=C(N=CN1)SC(=C2C)C(=O)O (4-[2-((1S,3S)-3-tert-Butoxycarbonylamino-cyclopentyloxy)-4-fluoro-phenylamino]-5-methyl-thieno[2,3-d]pyrimidine-6-carboxylic acid). As a reaction SMILES: C[O:2][C:3]([C:5]1[S:35][C:8]2[N:9]=[CH:10][N:11]=[C:12]([NH:13][C:14]3[CH:19]=[CH:18][C:17]([F:20])=[CH:16][C:15]=3[O:21][C@H:22]3[CH2:26][CH2:25][C@H:24]([NH:27][C:28]([O:30][C:31]([CH3:34])([CH3:33])[CH3:32])=[O:29])[CH2:23]3)[C:7]=2[C:6]=1[CH3:36])=[O:4].[OH-].[Li+].Cl>C1COCC1.CO.O>[C:31]([O:30][C:28]([NH:27][C@H:24]1[CH2:25][CH2:26][C@H:22]([O:21][C:15]2[CH:16]=[C:17]([F:20])[CH:18]=[CH:19][C:14]=2[NH:13][C:12]2[C:7]3[C:6]([CH3:36])=[C:5]([C:3]([OH:4])=[O:2])[S:35][C:8]=3[N:9]=[CH:10][N:11]=2)[CH2:23]1)=[O:29])([CH3:34])([CH3:32])[CH3:33] |f:1.2,4.5.6|. Reported procedure: A mixture of 4-[2-((1S,3S)-3-tert-butoxycarbonylamino-cyclopentyloxy)-4-fluoro-phenylamino]-5-methyl-thieno[2,3-d]pyrimidine-6-carboxylic acid methyl ester (100 mg) and lithium hydroxide (133 mg) in THF/MeOH/H2O 1/1/1 (15 ml) was stirred at rt over the weekend. The reaction mixture was acidified with aq. HCl and extracted with DCM. The organic layer was dried, concentrated and the residue was triturated with diisopropyl ether to give the desired compound.